Dataset: the Open Reaction Database (ORD), a public repository of structured organic reaction records. Task: describe an organic reaction: reactants, conditions, products, and yield Reactants: CC=1C=C(CN[C@@H]2[C@@H](CCC2)C(=O)OC)C=CC1 (methyl (1R,2S)-2-[(3-methylbenzyl)amino]cyclopentane-carboxylate), CS(=O)(=O)NC1=CC2=C(NC(=NS2(=O)=O)CC(=O)O)C=C1 ((7-methanesulfonylamino-1,1-dioxo-1,4-dihydro-1λ6-benzo[1,2,4]thiadiazin-3-yl)-acetic acid), CN1CCOCC1 (N-methylmorpholine), Cl.CN(CCCN=C=NCC)C (1-(3-dimethylaminopropyl)-3-ethylcarbodiimide hydrochloride). Run in CN(C=O)C (N,N-dimethylformamide), C(C)(=O)OCC (ethyl acetate). Conditions: temperature 25 celsius, time 16 hour. The product is OC1=C(C(N([C@H]2CCC[C@@H]12)CC1=CC(=CC=C1)C)=O)C1=NS(C2=C(N1)C=CC(=C2)NS(=O)(=O)C)(=O)=O ((4aR,7aS)-N-{3-[4-Hydroxy-1-(3-methyl-benzyl)-2-oxo-2,4a,5,6,7,7a-hexahydro-1H-[1]pyrindin-3-yl]-1,1-dioxo-1,4-dihydro-1λ6-benzo[1,2,4]thiadiazin-7-yl}-methanesulfonamide). As a reaction SMILES: [CH3:1][C:2]1[CH:3]=[C:4]([CH:16]=[CH:17][CH:18]=1)[CH2:5][NH:6][C@H:7]1[CH2:11][CH2:10][CH2:9][C@H:8]1[C:12]([O:14]C)=O.[CH3:19][S:20]([NH:23][C:24]1[CH:39]=[CH:38][C:27]2[NH:28][C:29]([CH2:34][C:35](O)=[O:36])=[N:30][S:31](=[O:33])(=[O:32])[C:26]=2[CH:25]=1)(=[O:22])=[O:21].CN1CCOCC1.Cl.CN(C)CCCN=C=NCC>CN(C)C=O.C(OCC)(=O)C>[OH:14][C:12]1[C@H:8]2[C@H:7]([CH2:11][CH2:10][CH2:9]2)[N:6]([CH2:5][C:4]2[CH:16]=[CH:17][CH:18]=[C:2]([CH3:1])[CH:3]=2)[C:35](=[O:36])[C:34]=1[C:29]1[NH:28][C:27]2[CH:38]=[CH:39][C:24]([NH:23][S:20]([CH3:19])(=[O:22])=[O:21])=[CH:25][C:26]=2[S:31](=[O:33])(=[O:32])[N:30]=1 |f:3.4|. Procedure: To a stirred solution of methyl (1R,2S)-2-[(3-methylbenzyl)amino]cyclopentane-carboxylate (74 mg, 0.30 mmol) and (7-methanesulfonylamino-1,1-dioxo-1,4-dihydro-1λ6-benzo[1,2,4]thiadiazin-3-yl)-acetic acid (prepared as described in Example 1j, 100 mg, 0.30 mmol) in anhydrous N,N-dimethylformamide (3 mL) under a nitrogen atmosphere, N-methylmorpholine (0.10 mL, 0.9 mmol) and 1-(3-dimethylaminopropyl)-3-ethylcarbodiimide hydrochloride (63 mg, 0.33 mmol) were added sequentially. The mixture was stirr... The reactants are N(=O)[O-].[Na+] (sodium nitrite), NC=1C=CC(=C(C1)NC(C)=O)F (N-(5-amino-2-fluorophenyl)acetamide), S(O)(O)(=O)=O (sulfuric acid), NC(=O)N (urea), [OH-].[Na+] (sodium hydroxide). Reagents/catalysts: O.O.O.O.O.S(=O)(=O)([O-])[O-].[Cu+2] (copper sulfate pentahydrate). The solvent is O (water), O (water), O (water), O (water). Run at temperature 5 celsius, time 20 minute. Yields the product NC=1C=C(C=CC1F)O (3-amino-4-fluorophenol). As a reaction SMILES: N([O-])=O.[Na+].N[C:6]1[CH:7]=[CH:8][C:9]([F:16])=[C:10]([NH:12]C(=O)C)[CH:11]=1.S(=O)(=O)(O)[OH:18].NC(N)=O.[OH-].[Na+]>O.O.O.O.O.O.S([O-])([O-])(=O)=O.[Cu+2]>[NH2:12][C:10]1[CH:11]=[C:6]([OH:18])[CH:7]=[CH:8][C:9]=1[F:16] |f:0.1,5.6,8.9.10.11.12.13.14|. Procedure: A solution of sodium nitrite (17.3 g) in water (40 mL) was added dropwise to a mixture of N-(5-amino-2-fluorophenyl)acetamide (36.7 g), sulfuric acid (50 mL) and water (270 mL) at 0-10° C. The mixture was stirred at 0-10° C. for 20 minutes and then a solution of urea (2.0 g) in water (20 mL) was added and the resulting mixture stirred at 0-10° C. for a further 20 minutes. The mixture was added dropwise over a period 75 minutes to a stirred solution of copper sulfate pentahydrate (131 g) in water... Reactants: CCCCCC (hexane), ClCC=1C=CC(=C(C1)C=1NC(C2=C(N1)C(=NN2C)CCC)=O)OCCC (5-(5-chloromethyl-2-n-propoxyphenyl)-1-methyl-3-n-propyl-1,6-dihydro-7H-pyrazolo[4,3-d]pyrimidin-7-one), N1CCOCC1 (morpholine). Run in CC(CC)=O (2-butanone), CC(CC)=O (2-butanone). The product is CN1N=C(C=2N=C(NC(C21)=O)C2=C(C=CC(=C2)CN2CCOCC2)OCCC)CCC (1-Methyl-5-(5-morpholinomethyl-2-n-propoxyphenyl)-3-n-propyl-1,6-dihydro-7H-pyrazolo[4,3-d]pyrimidin-7-one). Yield: 52.9%. RXN SMILES: Cl[CH2:2][C:3]1[CH:4]=[CH:5][C:6]([O:23][CH2:24][CH2:25][CH3:26])=[C:7]([C:9]2[NH:10][C:11](=[O:22])[C:12]3[N:17]([CH3:18])[N:16]=[C:15]([CH2:19][CH2:20][CH3:21])[C:13]=3[N:14]=2)[CH:8]=1.[NH:27]1[CH2:32][CH2:31][O:30][CH2:29][CH2:28]1.CCCCCC>CC(=O)CC>[CH3:18][N:17]1[C:12]2[C:11](=[O:22])[NH:10][C:9]([C:7]3[CH:8]=[C:3]([CH2:2][N:27]4[CH2:32][CH2:31][O:30][CH2:29][CH2:28]4)[CH:4]=[CH:5][C:6]=3[O:23][CH2:24][CH2:25][CH3:26])=[N:14][C:13]=2[C:15]([CH2:19][CH2:20][CH3:21])=[N:16]1. Procedure: A solution of 5-(5-chloromethyl-2-n-propoxyphenyl)-1-methyl-3-n-propyl-1,6-dihydro-7H-pyrazolo[4,3-d]pyrimidin-7-one (Preparation 16, 0.60 g, 0.0016 mol) in 2-butanone (10 ml) was added dropwise to a stirred solution of morpholine (0.42 g, 0.0048 mol) in 2-butanone (40 ml) at 0° C. The solution was then heated under reflux for 16 hours, cooled and evaporated under vacuum. The residue was suspended in water (50 ml) and the suspension extracted with ethyl acetate (3×20 ml). The organic extracts we... Reactants: C(C)(C)(C)N1N=CC(=C(C1=O)O)[N+](=O)[O-] (2-tert-butyl-4-hydroxy-5-nitropyridazin-3-(2H)-one). The reagents and catalysts are [C].[Pd] (palladium-carbon). Solvent: CO (methanol). Run at time 8 hour. Yields the product NC1=C(C(N(N=C1)C(C)(C)C)=O)O (5-amino-2-tert-butyl-4-hydroxypyridazin-3-(2H)-one). Yield: 96.6%. Reaction SMILES: [C:1]([N:5]1[C:10](=[O:11])[C:9]([OH:12])=[C:8]([N+:13]([O-])=O)[CH:7]=[N:6]1)([CH3:4])([CH3:3])[CH3:2]>[C].[Pd].CO>[NH2:13][C:8]1[CH:7]=[N:6][N:5]([C:1]([CH3:2])([CH3:4])[CH3:3])[C:10](=[O:11])[C:9]=1[OH:12] |f:1.2|. Procedure: Into 40 ml of an absolute methanol solution of 5.3 g of 2-tert-butyl-4-hydroxy-5-nitropyridazin-3-(2H)-one, 0.5 g of palladium-carbon (containing 5% of Pd) was added in a few times at room temperature with stirring. Then, catalytic reduction was carried out overnight under hydrogen gas pressure. After completion of the reaction, the palladium-carbon was separated by filtration with celite and washed a few times with absolute methanol. The methanol was combined with the filtrate, followed by dist... The reactants are O(C1=CC=CC=C1)C=1C=CC(=NC1)CO ((5-Phenoxy-pyridin-2-yl)-methanol), magnesium (IV) oxide, magnesium (IV) oxide. Solvent: CC(=O)C (acetone). Product: O(C1=CC=CC=C1)C=1C=CC(=NC1)C=O (5-Phenoxy-pyridine-2-carbaldehyde). Yield: 73.6%. RXN SMILES: [O:1]([C:8]1[CH:9]=[CH:10][C:11]([CH2:14][OH:15])=[N:12][CH:13]=1)[C:2]1[CH:7]=[CH:6][CH:5]=[CH:4][CH:3]=1.[O-2].[Mg+4].[O-2]>CC(C)=O>[O:1]([C:8]1[CH:9]=[CH:10][C:11]([CH:14]=[O:15])=[N:12][CH:13]=1)[C:2]1[CH:3]=[CH:4][CH:5]=[CH:6][CH:7]=1 |f:1.2.3|. Procedure: (5-Phenoxy-pyridin-2-yl)-methanol (300 mg, 1.5 mmol) described in Manufacturing Example 121-1-2, magnesium (IV) oxide (1.3 g, 15 mmol), and acetone (10 mL) were stirred under reflux for 20 minutes. More magnesium (IV) oxide (1.5 g, 17 mmol) was then added, which was stirred under reflux for another 20 minutes. The reaction solution was filtered through a Celite pad, and then the filtrate was concentrated under a reduced pressure to obtain the title compound (220 mg, 74%). Reactants: C(C)(=O)C1=C(C=CC=C1)NC(=O)CCCC(=O)O (4-(N-(2-acetylphenyl)carbamoyl)butanoic acid), Cl (hydrochloric acid). Solvent: [OH-].[K+] (potassium hydroxide). Yields the product CC1=C(C(=O)NC2=CC=CC=C12)CCC(=O)O (3-(4-methyl-2-oxo-3-hydroquinolyl)propanoic acid). The yield is 50.0%. As a reaction SMILES: [C:1]([C:4]1[CH:9]=[CH:8][CH:7]=[CH:6][C:5]=1[NH:10][C:11]([CH2:13][CH2:14][CH2:15][C:16]([OH:18])=[O:17])=[O:12])(=O)[CH3:2].Cl>[OH-].[K+]>[CH3:2][C:1]1[C:4]2[C:5](=[CH:6][CH:7]=[CH:8][CH:9]=2)[NH:10][C:11](=[O:12])[C:13]=1[CH2:14][CH2:15][C:16]([OH:18])=[O:17] |f:2.3|. Procedure: 4-(N-(2-acetylphenyl)carbamoyl)butanoic acid (4.87 g) was dissolved in 2% aqueous potassium hydroxide solution (100 ml), and the resulting solution was heated to reflux overnight. Concentrated hydrochloric acid was added to the reaction solution and the precipitated solids were recrystallized from methanol/chloroform/ethyl acetate to obtain 2.26 g of 3-(4-methyl-2-oxo-3-hydroquinolyl)propanoic acid as colorless crystals. Yield: 50%.